This data is from the Open Reaction Database (ORD), a public repository of structured organic reaction records. The task is: describe an organic reaction: reactants, conditions, products, and yield Reactants: B#B (diborane), C(C)(=O)N1CC2=C(C(=CC=C2CC1)S)Cl (N-Acetyl-8-chloro-7-mercapto-1,2,3,4-tetrahydroisoquinoline), O (water). Run in O1CCCC1 (tetrahydrofuran). Yields the product Cl.ClC=1C(=CC=C2CCN(CC12)CC)S (8-chloro-N-ethyl-7-mercapto-1,2,3,4-tetrahydroisoquinoline hydrochloride). Reaction SMILES: [C:1]([N:4]1[CH2:13][CH2:12][C:11]2[C:6](=[C:7]([Cl:15])[C:8]([SH:14])=[CH:9][CH:10]=2)[CH2:5]1)(=O)[CH3:2].B#B.O>O1CCCC1>[ClH:15].[Cl:15][C:7]1[C:8]([SH:14])=[CH:9][CH:10]=[C:11]2[C:6]=1[CH2:5][N:4]([CH2:1][CH3:2])[CH2:13][CH2:12]2 |f:4.5|. Reported procedure: N-Acetyl-8-chloro-7-mercapto-1,2,3,4-tetrahydroisoquinoline (24 g., 0.1 m.) is dissolved in tetrahydrofuran and treated with 300 ml. of 1 M diborane (0.3 m.). The mixture is refluxed, cooled, treated with water and then aqueous hydrochloric acid and evaporated to yield 8-chloro-N-ethyl-7-mercapto-1,2,3,4-tetrahydroisoquinoline hydrochloride. Reactants: c1ccc(CN2CCc3ccccc32)cc1, CN(C)C=O, [Na+], [OH-], O, O=P(Cl)(Cl)Cl. Yields the product O=Cc1ccc2c(c1)CCN2Cc1ccccc1. RXN SMILES: [CH2:1]([c:2]1[cH:3][cH:4][cH:5][cH:6][cH:7]1)[N:8]1[CH2:9][CH2:10][c:11]2[cH:12][cH:13][cH:14][cH:15][c:16]21.[CH3:17][N:18]([CH:19]=[O:20])[CH3:21].[Na+:28].[OH-:27].[OH2:29].[P:22]([Cl:23])([Cl:24])([Cl:25])=[O:26]>>[CH2:1]([c:2]1[cH:3][cH:4][cH:5][cH:6][cH:7]1)[N:8]1[CH2:9][CH2:10][c:11]2[cH:12][c:13]([CH:19]=[O:20])[cH:14][cH:15][c:16]21. The reactants are CC(C)(C)CC(=O)Cl, Cc1cc(Nc2ncnc3cnc(N4CCOCC4)cc23)ccc1OC1CCNCC1. Yields the product Cc1cc(Nc2ncnc3cnc(N4CCOCC4)cc23)ccc1OC1CCN(C(=O)CC(C)(C)C)CC1. As a reaction SMILES: [C:32]([CH3:33])([CH3:34])([CH3:35])[CH2:36][C:37](=[O:38])[Cl:39].[CH3:1][c:2]1[cH:3][c:4]([NH:15][c:16]2[c:17]3[c:18]([n:19][cH:20][n:21]2)[cH:22][n:23][c:24]([N:26]2[CH2:27][CH2:28][O:29][CH2:30][CH2:31]2)[cH:25]3)[cH:5][cH:6][c:7]1[O:8][CH:9]1[CH2:10][CH2:11][NH:12][CH2:13][CH2:14]1>>[CH3:1][c:2]1[cH:3][c:4]([NH:15][c:16]2[c:17]3[c:18]([n:19][cH:20][n:21]2)[cH:22][n:23][c:24]([N:26]2[CH2:27][CH2:28][O:29][CH2:30][CH2:31]2)[cH:25]3)[cH:5][cH:6][c:7]1[O:8][CH:9]1[CH2:10][CH2:11][N:12]([C:37]([CH2:36][C:32]([CH3:33])([CH3:34])[CH3:35])=[O:38])[CH2:13][CH2:14]1.